This data is from the Open Reaction Database (ORD), a public repository of structured organic reaction records. The task is: describe an organic reaction: reactants, conditions, products, and yield The product is N1[C@H](C(=O)N([C@H](CC2=CNC3=CC=CC=C23)C(=O)N[C@@H](CC2=CC=CC=C2)C(=O)N[C@H](CC2=CNC3=CC=CC=C23)C(=O)N[C@@H](CC(C)C)C(=O)N[C@@H](CCSC)C(=O)N)C)CCCC1 (HPro-MeDTrp-Phe-DTrp-Leu-MetNH2). As a reaction SMILES: [N:1]1([C:65](OC(C)(C)C)=O)[CH2:64][CH2:63][CH2:62][C@H:2]1[C:3]([N:5]([CH3:61])[C@@H:6]([C:17]([NH:19][C@H:20]([C:28]([NH:30][C@@H:31]([C:42]([NH:44][C@H:45]([C:50]([NH:52][C@H:53]([C:58]([NH2:60])=[O:59])[CH2:54][CH2:55][S:56][CH3:57])=[O:51])[CH2:46][CH:47]([CH3:49])[CH3:48])=[O:43])[CH2:32][C:33]1[C:41]2[C:36](=[CH:37][CH:38]=[CH:39][CH:40]=2)[NH:35][CH:34]=1)=[O:29])[CH2:21][C:22]1[CH:27]=[CH:26][CH:25]=[CH:24][CH:23]=1)=[O:18])[CH2:7][C:8]1[C:16]2[C:11](=[CH:12][CH:13]=[CH:14][CH:15]=2)[NH:10][CH:9]=1)=[O:4].FC(F)(F)C(O)=O>C(SC)C.C(S)(S)C>[NH:1]1[CH2:65][CH2:64][CH2:63][CH2:62][C@H:2]1[C:3]([N:5]([CH3:61])[C@@H:6]([C:17]([NH:19][C@H:20]([C:28]([NH:30][C@@H:31]([C:42]([NH:44][C@H:45]([C:50]([NH:52][C@H:53]([C:58]([NH2:60])=[O:59])[CH2:54][CH2:55][S:56][CH3:57])=[O:51])[CH2:46][CH:47]([CH3:48])[CH3:49])=[O:43])[CH2:32][C:33]1[C:41]2[C:36](=[CH:37][CH:38]=[CH:39][CH:40]=2)[NH:35][CH:34]=1)=[O:29])[CH2:21][C:22]1[CH:27]=[CH:26][CH:25]=[CH:24][CH:23]=1)=[O:18])[CH2:7][C:8]1[C:16]2[C:11](=[CH:12][CH:13]=[CH:14][CH:15]=2)[NH:10][CH:9]=1)=[O:4]. Run in C(C)(S)S (ethanedithiol), C(C)SC (methyl ethyl sulfide). Procedure details: Condensation of BocPro-MeDTrp-PheOH (3.68 g.) and HDTrp-Leu-MetNH2 acetate salt (part B of Example 17, 3.32 g.) using dicyclohexylcarbodiimide and N-hydroxysuccinimide gave BocPro-MeDTrp-Phe-DTrp-Leu-MetNH2 in 20% yield. De-t-butoxycarbonylation of BocPro-MeDTrp-Phe-DTrp-Leu-MetNH2 (1.00 g.) using trifluoroacetic acid in methyl ethyl sulfide and ethanedithiol gave HPro-MeDTrp-Phe-DTrp-Leu-MetNH2, which was isolated as the amorphous white solid phosphate salt monohydrate in 67% yield. The reactants are N1([C@H](C(=O)N([C@H](CC2=CNC3=CC=CC=C23)C(=O)N[C@@H](CC2=CC=CC=C2)C(=O)N[C@H](CC2=CNC3=CC=CC=C23)C(=O)N[C@@H](CC(C)C)C(=O)N[C@@H](CCSC)C(=O)N)C)CCC1)C(=O)OC(C)(C)C (BocPro-MeDTrp-Phe-DTrp-Leu-MetNH2), FC(C(=O)O)(F)F (trifluoroacetic acid). The reactants are C1(=CC=CC=C1)B(O)O (phenylboronic acid), BrC1=NC=C(C=C1)Br (2,5-dibromopyridine). Product: C1(=CC=CC=C1)C1=NC=C(C=C1)Br (2-phenyl-5-bromopyridine). Yield: 86.0%. RXN SMILES: [C:1]1(B(O)O)[CH:6]=[CH:5][CH:4]=[CH:3][CH:2]=1.Br[C:11]1[CH:16]=[CH:15][C:14]([Br:17])=[CH:13][N:12]=1>>[C:1]1([C:11]2[CH:16]=[CH:15][C:14]([Br:17])=[CH:13][N:12]=2)[CH:6]=[CH:5][CH:4]=[CH:3][CH:2]=1. Procedure: To explain the synthesis in more detail, the Suzuki reaction between phenylboronic acid and 2,5-dibromopyridine gave 2-phenyl-5-bromopyridine in an 86% yield (see scheme 1 above). The reaction occurred preferentially on the 2 position on the pyridine ring, which is activated by the adjacent nitrogen. Reaction of 2-phenyl-5-bromopyridine with trimethylsilylacetylene under Sonogashira conditions gave the 2-phenyl-5-(trimethylsilylethynyl)pyridine (2) in an 88% yield, which could be deprotected to ... RXN SMILES: [C:45](=[O:46])([O-:47])[O-:48].[CH:11]1([P:12]([CH:13]2[CH2:14][CH2:15][CH2:16][CH2:17][CH2:18]2)[c:19]2[cH:20][cH:21][cH:22][cH:23][c:24]2-[c:25]2[c:26]([CH:27]([CH3:28])[CH3:29])[cH:30][c:31]([CH:32]([CH3:33])[CH3:34])[cH:35][c:36]2[CH:37]([CH3:38])[CH3:39])[CH2:40][CH2:41][CH2:42][CH2:43][CH2:44]1.[Cl:51][c:52]1[n:53][c:54]([S:68][CH2:69][c:70]2[c:71]([F:77])[c:72]([F:76])[cH:73][cH:74][cH:75]2)[n:55][c:56]([O:58][CH:59]([CH3:60])[CH:61]2[O:62][C:63]([CH3:66])([CH3:67])[O:64][CH2:65]2)[cH:57]1.[Cs+:49].[Cs+:50].[O:104]=[C:105]([CH:106]=[CH:107][c:108]1[cH:109][cH:110][cH:111][cH:112][cH:113]1)[CH:114]=[CH:115][c:116]1[cH:117][cH:118][cH:119][cH:120][cH:121]1.[O:122]=[C:123]([CH:124]=[CH:125][c:126]1[cH:127][cH:128][cH:129][cH:130][cH:131]1)[CH:132]=[CH:133][c:134]1[cH:135][cH:136][cH:137][cH:138][cH:139]1.[O:1]1[CH2:2][CH2:3][N:4]([S:7](=[O:8])(=[O:9])[NH2:10])[CH2:5][CH2:6]1.[O:78]1[CH2:79][CH2:80][O:81][CH2:82][CH2:83]1.[O:86]=[C:87]([CH:88]=[CH:89][c:90]1[cH:91][cH:92][cH:93][cH:94][cH:95]1)[CH:96]=[CH:97][c:98]1[cH:99][cH:100][cH:101][cH:102][cH:103]1.[Pd:84].[Pd:85]>>[O:1]1[CH2:2][CH2:3][N:4]([S:7](=[O:8])(=[O:9])[NH:10][c:52]2[n:53][c:54]([S:68][CH2:69][c:70]3[c:71]([F:77])[c:72]([F:76])[cH:73][cH:74][cH:75]3)[n:55][c:56]([O:58][CH:59]([CH3:60])[CH:61]3[O:62][C:63]([CH3:66])([CH3:67])[O:64][CH2:65]3)[cH:57]2)[CH2:5][CH2:6]1. Yields the product CC(Oc1cc(NS(=O)(=O)N2CCOCC2)nc(SCc2cccc(F)c2F)n1)C1COC(C)(C)O1. Reactants: O=C([O-])[O-], CC(C)c1cc(C(C)C)c(-c2ccccc2P(C2CCCCC2)C2CCCCC2)c(C(C)C)c1, CC(Oc1cc(Cl)nc(SCc2cccc(F)c2F)n1)C1COC(C)(C)O1, [Cs+], [Cs+], O=C(C=Cc1ccccc1)C=Cc1ccccc1, O=C(C=Cc1ccccc1)C=Cc1ccccc1, NS(=O)(=O)N1CCOCC1, C1COCCO1, O=C(C=Cc1ccccc1)C=Cc1ccccc1, [Pd], [Pd]. Reactants: C=CCBr, NCC1=C2C(=O)N=C(N)N=C2N=C1. Yields the product C=CCNCC1=C2C(=O)N=C(N)N=C2N=C1. RXN SMILES: [CH2:14]([CH:15]=[CH2:16])[Br:17].[NH2:1][C:2]1=[N:3][C:4](=[O:13])[C:5]2=[C:10]([CH2:11][NH2:12])[CH:9]=[N:8][C:6]2=[N:7]1>>[NH2:1][C:2]1=[N:3][C:4](=[O:13])[C:5]2=[C:10]([CH2:11][NH:12][CH2:16][CH:15]=[CH2:14])[CH:9]=[N:8][C:6]2=[N:7]1. Starting materials: Cl.CO (hydrochloric acid methanol), OC1=C(C(=CC(=C1CCC(C)C)OCOC)OCOC)C(CCC1=CC(=C(C=C1)OCOC)CCC(C)C)=O (1-[2-hydroxy-4,6-bis(methoxymethoxy)-3-isopentylphenyl]-3-(3-isopentyl-4-methoxymethoxyphenyl)-1-propanone), ice water. The solvent is CO (methanol). Product: OC1=C(C(=CC(=C1CCC(C)C)O)O)C(CCC1=CC(=C(C=C1)O)CCC(C)C)=O (1-(2,4,6-trihydroxy-3-isopentylphenyl)-3-(4-hydroxy-3-isopentylphenyl)-1-propanone). Isolated yield 72.3%. RXN SMILES: [OH:1][C:2]1[C:7]([CH2:8][CH2:9][CH:10]([CH3:12])[CH3:11])=[C:6]([O:13]COC)[CH:5]=[C:4]([O:17]COC)[C:3]=1[C:21](=[O:39])[CH2:22][CH2:23][C:24]1[CH:29]=[CH:28][C:27]([O:30]COC)=[C:26]([CH2:34][CH2:35][CH:36]([CH3:38])[CH3:37])[CH:25]=1.Cl.CO>CO>[OH:1][C:2]1[C:7]([CH2:8][CH2:9][CH:10]([CH3:11])[CH3:12])=[C:6]([OH:13])[CH:5]=[C:4]([OH:17])[C:3]=1[C:21](=[O:39])[CH2:22][CH2:23][C:24]1[CH:29]=[CH:28][C:27]([OH:30])=[C:26]([CH2:34][CH2:35][CH:36]([CH3:38])[CH3:37])[CH:25]=1 |f:1.2|. Procedure: Then, 7.00 g of 1-[2-hydroxy-4,6-bis(methoxymethoxy)-3-isopentylphenyl]-3-(3-isopentyl-4-methoxymethoxyphenyl)-1-propanone was dissolved in 17.5 ml of methanol, and 52.0 ml of a hydrochloric acid/methanol reagent was added to the solution and the mixture was refluxed for 30 minutes. The reaction liquid was poured into ice water and extracted with ethyl acetate, and the organic layer was washed with a saturated aqueous solution of sodium hydrogencarbonate, water and a saturated aqueous solution o...